This data is from the Open Reaction Database (ORD), a public repository of structured organic reaction records. The task is: describe an organic reaction: reactants, conditions, products, and yield Reported procedure: A stirred slurry of 66 g. (0.5 mole) of aluminum chloride and 42.5 g. (0.3 mole) of benzoyl chloride was heated to 150° C. and then 133 g. (0.1 mole) of indolin-2-one was slowly added at a rate so that the temperature of the stirred reaction mixture was maintained at 180°-185° C. After addition the reaction mixture was stirred for five minutes at 185° C., cooled and poured into ice water. The 5-benzoylindolin-2-one which precipitated was collected and recrystallized from methanol; it melted at 2... Product: C(C1=CC=CC=C1)(=O)C=1C=C2CC(NC2=CC1)=O (5-Benzoylindolin-2-one). Reaction SMILES: [Cl-].[Al+3].[Cl-].[Cl-].[C:5](Cl)(=[O:12])[C:6]1[CH:11]=[CH:10][CH:9]=[CH:8][CH:7]=1.[NH:14]1[C:22]2[C:17](=[CH:18][CH:19]=[CH:20][CH:21]=2)[CH2:16][C:15]1=[O:23]>>[C:5]([C:19]1[CH:18]=[C:17]2[C:22](=[CH:21][CH:20]=1)[NH:14][C:15](=[O:23])[CH2:16]2)(=[O:12])[C:6]1[CH:11]=[CH:10][CH:9]=[CH:8][CH:7]=1 |f:0.1.2.3|. The reactants are [Cl-].[Al+3].[Cl-].[Cl-] (aluminum chloride), ice water, C(C1=CC=CC=C1)(=O)Cl (benzoyl chloride), N1C(CC2=CC=CC=C12)=O (indolin-2-one). Reaction conditions: temperature 185 celsius, time 5 minute.